From a dataset of the Open Reaction Database (ORD), a public repository of structured organic reaction records. describe an organic reaction: reactants, conditions, products, and yield Reactants: ClC1=C(C=CC=C1)NC(NC=1C=CC(=NC1)C1=CC=C2CN(C(C2=C1)=O)[C@H](C(=O)O)C(C)C)=O ((S)-2-(6-(5-(3-(2-Chlorophenyl)ureido)pyridin-2-yl)-1-oxoisoindolin-2-yl)-3-methylbutanoic acid), CC=1C=C(C=CC1C)NC(NC1=C(C=C(C=C1)C1=CC=C2CN(C(C2=C1)=O)[C@H](C(=O)OC)C(C)C)F)=O ((S)-Methyl 2-(6-(4-(3-(3,4-dimethylphenyl)ureido)-3-fluorophenyl)-1-oxoisoindolin-2-yl)-3-methylbutanoate). Yields the product CC=1C=C(C=CC1C)NC(NC1=C(C=C(C=C1)C1=CC=C2CN(C(C2=C1)=O)[C@H](C(=O)O)C(C)C)F)=O ((S)-2-(6-(4-(3-(3,4-Dimethylphenyl)ureido)-3-fluorophenyl)-1-oxoisoindolin-2-yl)-3-methylbutanoic acid). The yield is 82.0%. RXN SMILES: ClC1C=CC=CC=1NC(=O)NC1C=CC(C2C=C3C(CN([C@@H](C(C)C)C(O)=O)C3=O)=CC=2)=NC=1.[CH3:35][C:36]1[CH:37]=[C:38]([NH:43][C:44](=[O:71])[NH:45][C:46]2[CH:51]=[CH:50][C:49]([C:52]3[CH:60]=[C:59]4[C:55]([CH2:56][N:57]([C@@H:62]([CH:67]([CH3:69])[CH3:68])[C:63]([O:65]C)=[O:64])[C:58]4=[O:61])=[CH:54][CH:53]=3)=[CH:48][C:47]=2[F:70])[CH:39]=[CH:40][C:41]=1[CH3:42]>>[CH3:35][C:36]1[CH:37]=[C:38]([NH:43][C:44](=[O:71])[NH:45][C:46]2[CH:51]=[CH:50][C:49]([C:52]3[CH:60]=[C:59]4[C:55]([CH2:56][N:57]([C@@H:62]([CH:67]([CH3:68])[CH3:69])[C:63]([OH:65])=[O:64])[C:58]4=[O:61])=[CH:54][CH:53]=3)=[CH:48][C:47]=2[F:70])[CH:39]=[CH:40][C:41]=1[CH3:42]. Procedure: The compound of example 436 was prepared analogous to the compound of example 394 by hydrolysis of the compound of example 435. Reactants: O=C([O-])[O-], C=CCc1cccc2c1nc(COc1ccc(Cl)cc1)n2CCCC1CCNCC1, CN(C)C=O, [I-], [K+], [K+], [K+], ClCCCN1CCCCC1. Product: C=CCc1cccc2c1nc(COc1ccc(Cl)cc1)n2CCCC1CCN(CCCN2CCCCC2)CC1. As a reaction SMILES: [C:31](=[O:32])([O-:33])[O-:34].[CH2:1]([CH:2]=[CH2:3])[c:4]1[cH:5][cH:6][cH:7][c:8]2[n:9]([CH2:22][CH2:23][CH2:24][CH:25]3[CH2:26][CH2:27][NH:28][CH2:29][CH2:30]3)[c:10]([CH2:13][O:14][c:15]3[cH:16][cH:17][c:18]([Cl:21])[cH:19][cH:20]3)[n:11][c:12]12.[CH3:49][N:50]([CH3:51])[CH:52]=[O:53].[I-:38].[K+:35].[K+:36].[K+:37].[N:39]1([CH2:45][CH2:46][CH2:47][Cl:48])[CH2:40][CH2:41][CH2:42][CH2:43][CH2:44]1>>[CH2:1]([CH:2]=[CH2:3])[c:4]1[cH:5][cH:6][cH:7][c:8]2[n:9]([CH2:22][CH2:23][CH2:24][CH:25]3[CH2:26][CH2:27][N:28]([CH2:47][CH2:46][CH2:45][N:39]4[CH2:40][CH2:41][CH2:42][CH2:43][CH2:44]4)[CH2:29][CH2:30]3)[c:10]([CH2:13][O:14][c:15]3[cH:16][cH:17][c:18]([Cl:21])[cH:19][cH:20]3)[n:11][c:12]12. Starting materials: CCOC(=O)CC#N, CCO, NCc1ccccc1Cl. Yields the product N#CCC(=O)NCc1ccccc1Cl. As a reaction SMILES: [C:1](#[N:2])[CH2:3][C:4]([O:6][CH2:5][CH3:7])=[O:8].[CH3:18][CH2:19][OH:20].[Cl:9][c:10]1[c:11]([CH2:12][NH2:13])[cH:14][cH:15][cH:16][cH:17]1>>[C:1](#[N:2])[CH2:3][C:4](=[O:6])[NH:13][CH2:12][c:11]1[c:10]([Cl:9])[cH:17][cH:16][cH:15][cH:14]1. Starting materials: Cl (hydrochloric acid), C(CCC)[Li] (n-butyllithium), BrC=1C=CC(=NC1)OCCCCCC (5bromo-2-hexyloxypyridine), B(OC)(OC)OC (trimethyl borate). Solvent: O (water), C(C)OCC (diethyl ether). Conditions: time 1 hour. Yields the product C(CCCCC)OC1=NC=C(C=C1)B(O)O (2-hexyloxypyridine-5-boronic acid). RXN SMILES: C([Li])CCC.Br[C:7]1[CH:8]=[CH:9][C:10]([O:13][CH2:14][CH2:15][CH2:16][CH2:17][CH2:18][CH3:19])=[N:11][CH:12]=1.[B:20](OC)([O:23]C)[O:21]C.Cl>O.C(OCC)C>[CH2:14]([O:13][C:10]1[CH:9]=[CH:8][C:7]([B:20]([OH:23])[OH:21])=[CH:12][N:11]=1)[CH2:15][CH2:16][CH2:17][CH2:18][CH3:19]. Reported procedure: 250 mmol of n-butyllithium (1.6M solution in n-hexane) are added dropwise at 0° C. with exclusion of moisture and under a protective-gas atmosphere to a solution of 250 mmol of 5bromo-2-hexyloxypyridine in 500 ml of abs. diethyl ether. The mixture is stirred at this temperature for a further 1 hour, and 275 mmol of trimethyl borate are subsequently added slowly. After the mixture has been stirred at 0° C. for a further hour, a solution of 175 ml of water and 25 ml of 37 percent hydrochloric acid... Starting materials: CC(C)([O-])C.[K+] (Potassium tert-butoxide), ClC=1C(=C2N=C(C(=NC2=CC1Cl)OC)OC)NS(=O)(=O)CC (N-(6,7-dichloro-2,3-dimethoxyquinoxalin-5-yl)ethanesulphonamide), CI (methyl iodide). Run in CN(C=O)C (dimethylformamide). Run at temperature 20 celsius, time 5 minute. The product is ClC=1C(=C2N=C(C(=NC2=CC1Cl)OC)OC)N(S(=O)(=O)CC)C (N-(6,7-dichloro-2,3-dimethoxyquinoxalin-5-yl)-N-(methyl)ethanesulphonamide). Yield: 71.7%. As a reaction SMILES: [CH3:1]C(C)([O-])C.[K+].[Cl:7][C:8]1[C:9]([NH:23][S:24]([CH2:27][CH3:28])(=[O:26])=[O:25])=[C:10]2[C:15](=[CH:16][C:17]=1[Cl:18])[N:14]=[C:13]([O:19][CH3:20])[C:12]([O:21][CH3:22])=[N:11]2.CI>CN(C)C=O>[Cl:7][C:8]1[C:9]([N:23]([CH3:1])[S:24]([CH2:27][CH3:28])(=[O:26])=[O:25])=[C:10]2[C:15](=[CH:16][C:17]=1[Cl:18])[N:14]=[C:13]([O:19][CH3:20])[C:12]([O:21][CH3:22])=[N:11]2 |f:0.1|. Reported procedure: Potassium tert-butoxide (67.5 mg, 1.1 mmol) was added to a stirred solution of N-(6,7-dichloro-2,3-dimethoxyquinoxalin-5-yl)ethanesulphonamide (Preparation 4) (200 mg, 0.55 mmol) in dry dimethylformamide (3 ml) under nitrogen at 20° C. After 5 minutes, methyl iodide (38 μl, 1.1 mmol) was added and the mixture was stirred at 20° C. for 2 hours. The mixture was concentrated under reduced pressure, partitioned between ethyl acetate and water, and the combined organic extracts were washed with dilut... Solvent: CHCl3 ice water. Starting materials: C1=CCCCC1 (cyclohexene), 31, C1(=CC=CC=C1)CCCCl (3-phenylpropyl chloride), S(O)(O)(=O)=O (sulfuric acid), crude product. Procedure details: 16.5 parts by weight of cyclohexene are added dropwise at +10° C. to a mixture of 31 parts by weight of 3-phenylpropyl chloride and 20 parts by weight of 96% strength sulfuric acid. Stirring is continued for 14 hours at room temperature. The crude product is dissolved in CHCl3 /ice water and the organic solution is thoroughly washed with ice water, dried over Na2CO3 and distilled. 27 parts by weight of 3-(4-cyclohexylphenyl)-propyl chloride are obtained; boiling point 126° C.-130° C./0.2 mm Hg, ... Reaction SMILES: [CH:1]1[CH2:6][CH2:5][CH2:4][CH2:3][CH:2]=1.[C:7]1([CH2:13][CH2:14][CH2:15][Cl:16])[CH:12]=[CH:11][CH:10]=[CH:9][CH:8]=1.S(=O)(=O)(O)O>>[CH:1]1([C:10]2[CH:11]=[CH:12][C:7]([CH2:13][CH2:14][CH2:15][Cl:16])=[CH:8][CH:9]=2)[CH2:6][CH2:5][CH2:4][CH2:3][CH2:2]1. Product: C1(CCCCC1)C1=CC=C(C=C1)CCCCl (3-(4-cyclohexylphenyl)-propyl chloride). Isolated yield 57.0%. Conditions: time 14 hour. The reactants are N1=CC=C(C=C1)CNCC (4-picolyl-ethylamine), C(C=C)(=O)Cl (acryloyl chloride). Run in C(C)N(CC)CC (triethylamine). The product is C(C)N(C(C=C)=O)CC1=CC=NC=C1 (N-ethyl-N-(4-pyridinylmethyl)-2-propenamide). RXN SMILES: [N:1]1[CH:6]=[CH:5][C:4]([CH2:7][NH:8][CH2:9][CH3:10])=[CH:3][CH:2]=1.[C:11](Cl)(=[O:14])[CH:12]=[CH2:13]>C(N(CC)CC)C>[CH2:9]([N:8]([CH2:7][C:4]1[CH:5]=[CH:6][N:1]=[CH:2][CH:3]=1)[C:11](=[O:14])[CH:12]=[CH2:13])[CH3:10]. Reported procedure: Following the method of Example 3, 4-picolyl-ethylamine (4.27 g, 0.035 mole) was reacted with acryloyl chloride (3.15 g, 0.035 mole) was triethylamine (21 ml) and purified by chromatography on silica. The reactants are CCOP(=O)(CC#N)OCC, O=Cc1c[nH]c(-c2ccc(F)cc2)c1-c1ccncc1, [H-], [Na+], C1CCOC1, O. The product is N#CC=Cc1c[nH]c(-c2ccc(F)cc2)c1-c1ccncc1. RXN SMILES: [CH2:1]([O:2][P:3]([O:4][CH2:5][CH3:6])(=[O:7])[CH2:9][C:10]#[N:11])[CH3:8].[F:14][c:15]1[cH:16][cH:17][c:18](-[c:21]2[nH:22][cH:23][c:24]([CH:32]=[O:33])[c:25]2-[c:26]2[cH:27][cH:28][n:29][cH:30][cH:31]2)[cH:19][cH:20]1.[H-:12].[Na+:13].[O:35]1[CH2:36][CH2:37][CH2:38][CH2:39]1.[OH2:34]>>[CH:9]([C:10]#[N:11])=[CH:32][c:24]1[cH:23][nH:22][c:21](-[c:18]2[cH:17][cH:16][c:15]([F:14])[cH:20][cH:19]2)[c:25]1-[c:26]1[cH:27][cH:28][n:29][cH:30][cH:31]1. Starting materials: FC(OC1=CC=C(CC(C#N)C#N)C=C1)(F)F ((4-(trifluoromethoxy)benzyl)malononitrile), compound ( 49 ), [H-].[Na+] (sodium hydride), BrCCC(=C(F)F)F (4-bromo-1,1,2-trifluoro-1-butene). Run in CN(C=O)C (N,N-dimethylformamide). Yields the product FC(CCC(C#N)(C#N)CC1=CC=C(C=C1)OC(F)(F)F)=C(F)F (2-(3,4,4-trifluoro-3-butenyl)-2-(4-(trifluoromethoxy)benzyl)malononitrile). Isolated yield 26.2%. As a reaction SMILES: [F:1][C:2]([F:17])([F:16])[O:3][C:4]1[CH:15]=[CH:14][C:7]([CH2:8][CH:9]([C:12]#[N:13])[C:10]#[N:11])=[CH:6][CH:5]=1.[H-].[Na+].Br[CH2:21][CH2:22][C:23]([F:27])=[C:24]([F:26])[F:25]>CN(C)C=O>[F:27][C:23](=[C:24]([F:26])[F:25])[CH2:22][CH2:21][C:9]([CH2:8][C:7]1[CH:6]=[CH:5][C:4]([O:3][C:2]([F:16])([F:17])[F:1])=[CH:15][CH:14]=1)([C:12]#[N:13])[C:10]#[N:11] |f:1.2|. Reported procedure: Using 0.50 g of (4-(trifluoromethoxy)benzyl)malononitrile, 9 ml of N,N-dimethylformamide, 96 mg of sodium hydride (60% in oil), and 0.79 g of 4-bromo-1,1,2-trifluoro-1-butene, and according to the process described in the Production Example 1, there was obtained 0.19 g of 2-(3,4,4-trifluoro-3-butenyl)-2-(4-(trifluoromethoxy)benzyl)malononitrile (the present compound (49)). Reaction SMILES: [Br:1][c:2]1[cH:3][c:4]([NH2:5])[cH:6][cH:7][cH:8]1.[CH2:20]1[O:21][CH2:22][CH2:23][CH2:24]1.[CH3:9][c:10]1[cH:11][c:12]([B:17]([OH:18])[OH:19])[cH:13][c:14]([CH3:16])[cH:15]1.[O:27]=[C:28]([CH:29]=[CH:30][c:31]1[cH:32][cH:33][cH:34][cH:35][cH:36]1)[CH:37]=[CH:38][c:39]1[cH:40][cH:41][cH:42][cH:43][cH:44]1.[O:45]=[C:46]([CH:47]=[CH:48][c:49]1[cH:50][cH:51][cH:52][cH:53][cH:54]1)[CH:55]=[CH:56][c:57]1[cH:58][cH:59][cH:60][cH:61][cH:62]1.[O:63]=[C:64]([CH:65]=[CH:66][c:67]1[cH:68][cH:69][cH:70][cH:71][cH:72]1)[CH:73]=[CH:74][c:75]1[cH:76][cH:77][cH:78][cH:79][cH:80]1.[Pd:25].[Pd:26]>>[c:2]1(-[c:12]2[cH:11][c:10]([CH3:9])[cH:15][c:14]([CH3:16])[cH:13]2)[cH:3][c:4]([NH2:5])[cH:6][cH:7][cH:8]1. Starting materials: Nc1cccc(Br)c1, C1CCOC1, Cc1cc(C)cc(B(O)O)c1, O=C(C=Cc1ccccc1)C=Cc1ccccc1, O=C(C=Cc1ccccc1)C=Cc1ccccc1, O=C(C=Cc1ccccc1)C=Cc1ccccc1, [Pd], [Pd]. The product is Cc1cc(C)cc(-c2cccc(N)c2)c1.